describe an organic reaction: reactants, conditions, products, and yield From a dataset of the Open Reaction Database (ORD), a public repository of structured organic reaction records. Reactants: C(=O)([O-])[O-].[Na+].[Na+] (Na2CO3), 14.7, ClC=1C=CC(=C(C=O)C1)[N+](=O)[O-] (5-chloro-2-nitrobenzaldehyde), CC1=CC=C(C=C1)S(=O)(=O)O (4-methylbenzenesulfonic acid). The solvent is CC(C)O (2-propanol). Reaction conditions: time 5 minute. Product: 18.3, ClC1=CC(=C(C=C1)[N+](=O)[O-])C(OC)OC (4-chloro-2-(dimethoxymethyl)-1-nitrobenzene). Yield: 99.7%. Reaction SMILES: [Cl:1][C:2]1[CH:3]=[CH:4][C:5]([N+:10]([O-:12])=[O:11])=[C:6]([CH:9]=1)[CH:7]=[O:8].[CH3:13]C1C=CC(S(O)(=O)=O)=CC=1.[C:24]([O-:27])([O-])=O.[Na+].[Na+]>CC(O)C>[Cl:1][C:2]1[CH:3]=[CH:4][C:5]([N+:10]([O-:12])=[O:11])=[C:6]([CH:7]([O:27][CH3:24])[O:8][CH3:13])[CH:9]=1 |f:2.3.4|. Reported procedure: A mixture of 14.7 parts of 5-chloro-2-nitrobenzaldehyde, 13.3 parts of thrimethoxymethane, 0.15 parts of 4-methylbenzenesulfonic acid and 64 parts of 2-propanol was stirred at reflux temperature until completion of the reaction. After cooling, there was added Na2CO3 and stirring was continued for 5 min. The reaction mixture was filtered and the filtrate was evaporated, yielding 18.3 parts (99.7%) of 4-chloro-2-(dimethoxymethyl)-1-nitrobenzene (interm. 8). Reactants: C1CNCCN1, Brc1ccc2c(ccn2Cc2ccccc2)c1, Cc1ccccc1C. Product: c1ccc(Cn2ccc3cc(N4CCNCC4)ccc32)cc1. RXN SMILES: [CH2:18]1[CH2:19][NH:20][CH2:21][CH2:22][NH:23]1.[CH2:1]([c:2]1[cH:3][cH:4][cH:5][cH:6][cH:7]1)[n:8]1[cH:9][cH:10][c:11]2[cH:12][c:13]([Br:17])[cH:14][cH:15][c:16]12.[CH3:24][c:25]1[c:26]([CH3:27])[cH:28][cH:29][cH:30][cH:31]1>>[CH2:1]([c:2]1[cH:3][cH:4][cH:5][cH:6][cH:7]1)[n:8]1[cH:9][cH:10][c:11]2[cH:12][c:13]([N:20]3[CH2:19][CH2:18][NH:23][CH2:22][CH2:21]3)[cH:14][cH:15][c:16]12. The reactants are CC#N, O=Cc1cn(CCCCl)c2ccc(Cl)cc12, [I-], [Na+]. The product is O=Cc1cn(CCCI)c2ccc(Cl)cc12. RXN SMILES: [CH3:19][C:20]#[N:21].[Cl:1][c:2]1[cH:3][c:4]2[c:5]([CH:15]=[O:16])[cH:6][n:7]([CH2:11][CH2:12][CH2:13][Cl:14])[c:8]2[cH:9][cH:10]1.[I-:18].[Na+:17]>>[Cl:1][c:2]1[cH:3][c:4]2[c:5]([CH:15]=[O:16])[cH:6][n:7]([CH2:11][CH2:12][CH2:13][I:18])[c:8]2[cH:9][cH:10]1. Starting materials: C(C)SC=1N=C(C2=C(N1)C1=C(S2)N=C(C=C1C)C1=CC=CC=C1)N1CCNCC1 (2-ethylthio-9-methyl-7-phenyl-4-piperazin-1-yl-pyrido[3′,2′:4,5]-thieno[3,2-d]pyrimidine), OO (hydrogen peroxide). Run in C(C)(=O)O (acetic acid). Yields the product C(C)S(=O)C=1N=C(C2=C(N1)C1=C(S2)N=C(C=C1C)C1=CC=CC=C1)N1CCNCC1 (2-ethylsulfinyl-9-methyl-7-phenyl-4-piperazin-1-yl-pyrido-[3′,2′:4,5]thieno[3,2-d]pyrimidine). As a reaction SMILES: [CH2:1]([S:3][C:4]1[N:5]=[C:6]([N:24]2[CH2:29][CH2:28][NH:27][CH2:26][CH2:25]2)[C:7]2[S:12][C:11]3[N:13]=[C:14]([C:18]4[CH:23]=[CH:22][CH:21]=[CH:20][CH:19]=4)[CH:15]=[C:16]([CH3:17])[C:10]=3[C:8]=2[N:9]=1)[CH3:2].[OH:30]O>C(O)(=O)C>[CH2:1]([S:3]([C:4]1[N:5]=[C:6]([N:24]2[CH2:25][CH2:26][NH:27][CH2:28][CH2:29]2)[C:7]2[S:12][C:11]3[N:13]=[C:14]([C:18]4[CH:23]=[CH:22][CH:21]=[CH:20][CH:19]=4)[CH:15]=[C:16]([CH3:17])[C:10]=3[C:8]=2[N:9]=1)=[O:30])[CH3:2]. Procedure: 85 mg (0.2 mmol) 2-ethylthio-9-methyl-7-phenyl-4-piperazin-1-yl-pyrido[3′,2′:4,5]-thieno[3,2-d]pyrimidine, 3 ml glacial acetic acid and 0.04 ml hydrogen peroxide (60%) are stirred at room temperature for 48 h. Having removed the solvent, the residue is purified by means of flash chromatography (methanol/dichloromethane 1:20-1:3). 50 mg (57%) of the title substance is obtained. ESI-MS [m/z]: 438, melting point: 165-170° C.